Dataset: the Open Reaction Database (ORD), a public repository of structured organic reaction records. Task: describe an organic reaction: reactants, conditions, products, and yield Starting materials: ClC1=NC(=CC=C1C=O)C (2-chloro-6-methylpyridine-3-carbaldehyde), NN (hydrazine). Run in O1CCOCC1 (1,4-dioxane). Run at temperature 150 celsius. The product is CC1=CC=C2C(=N1)NN=C2 (6-methyl-1H-pyrazolo[3,4-b]pyridine). Yield: 51.0%. As a reaction SMILES: Cl[C:2]1[C:7]([CH:8]=O)=[CH:6][CH:5]=[C:4]([CH3:10])[N:3]=1.[NH2:11][NH2:12]>O1CCOCC1>[CH3:10][C:4]1[N:3]=[C:2]2[NH:11][N:12]=[CH:8][C:7]2=[CH:6][CH:5]=1. Procedure: In a microwave vial 2-chloro-6-methylpyridine-3-carbaldehyde (1.98 g, 12.7 mmol) was dissolved in 1,4-dioxane (12 mL) and hydrazine (6.0 mL, 191 mmol) was added. The vial was sealed and heated under microwave irradiation at 150° C. for 1 h. The reaction was quenched with water and extracted with EtOAc. The organic layer was washed with brine then dried over MgSO4 and concentrated. The residue was purified by silica gel chromatography with 50% to 100% EtOAc/heptane to provide 863 mg (41%) of 6-me... The reactants are Cl (hydrochloric acid), CN1CCN(CC1)[C@@H]1C[C@H](CCC1)N1C=C(C2=C1N=CN=C2N)C2=CC=C(C=C2)OC2=CC=CC=C2 (trans-7-[3-(4-methylpiperazino)cyclohexyl]-5-(4-phenoxyphenyl)-7H-pyrrolo[2,3-d]pyrimidin-4-amine). Run in C(C)(C)O (isopropanol), C(C)(C)O (isopropanol). The product is Cl.Cl.Cl.CN1CCN(CC1)[C@@H]1C[C@H](CCC1)N1C=C(C2=C1N=CN=C2N)C2=CC=C(C=C2)OC2=CC=CC=C2 (trans-7-[3-(4-methylpiperazino)cyclohexyl]-5-(4-phenoxyphenyl)-7H-pyrrolo[2,3-d]pyrimidin-4-amine tri-hydrochloride). As a reaction SMILES: [CH3:1][N:2]1[CH2:7][CH2:6][N:5]([C@H:8]2[CH2:13][CH2:12][CH2:11][C@H:10]([N:14]3[C:18]4[N:19]=[CH:20][N:21]=[C:22]([NH2:23])[C:17]=4[C:16]([C:24]4[CH:29]=[CH:28][C:27]([O:30][C:31]5[CH:36]=[CH:35][CH:34]=[CH:33][CH:32]=5)=[CH:26][CH:25]=4)=[CH:15]3)[CH2:9]2)[CH2:4][CH2:3]1.[ClH:37]>C(O)(C)C>[ClH:37].[ClH:37].[ClH:37].[CH3:1][N:2]1[CH2:3][CH2:4][N:5]([C@H:8]2[CH2:13][CH2:12][CH2:11][C@H:10]([N:14]3[C:18]4[N:19]=[CH:20][N:21]=[C:22]([NH2:23])[C:17]=4[C:16]([C:24]4[CH:29]=[CH:28][C:27]([O:30][C:31]5[CH:36]=[CH:35][CH:34]=[CH:33][CH:32]=5)=[CH:26][CH:25]=4)=[CH:15]3)[CH2:9]2)[CH2:6][CH2:7]1 |f:3.4.5.6|. Procedure: trans-7-[3-(4-methylpiperazino)cyclohexyl]-5-(4-phenoxyphenyl)-7H-pyrrolo[2,3-d]pyrimidin-4-amine (0.36 g, 0.00075 mol) in 25 ml warm isopropanol was treated with a solution of 0.225 ml 12M hydrochloric acid (0.0027 mol) in 2 ml isopropanol and the suspension heated briefly to boiling then volatile material was removed under reduced pressure. The resulting colourless solid was dried to constant weight at 84° C./5 mbar giving the trans-7-[3-(4-methylpiperazino)cyclohexyl]-5-(4-phenoxyphenyl)-7H-p... Procedure details: Similarly prepared using 3-bromopropylamine hydrobromide was 3-bromopropyl-3-methoxy benzothiophene-2-carboxamide. Starting materials: Br.BrCCCN (3-bromopropylamine hydrobromide), BrCCCC1=CC=CC2=C1C(=C(S2)C(=O)N)OC (3-bromopropyl-3-methoxy benzothiophene-2-carboxamide). Yields the product BrCCC1=CC=CC2=C1C(=C(S2)C(=O)N)OC (2-Bromoethyl-3-methoxy benzothiophene-2-carboxamide). RXN SMILES: Br.[Br:2]CCCN.BrC[CH2:9][CH2:10][C:11]1[C:16]2[C:17]([O:23][CH3:24])=[C:18]([C:20]([NH2:22])=[O:21])[S:19][C:15]=2[CH:14]=[CH:13][CH:12]=1>>[Br:2][CH2:9][CH2:10][C:11]1[C:16]2[C:17]([O:23][CH3:24])=[C:18]([C:20]([NH2:22])=[O:21])[S:19][C:15]=2[CH:14]=[CH:13][CH:12]=1 |f:0.1|. Reactants: N#Cc1ccc2[nH]ccc2c1, CO, O=Cc1ccccc1, [Na+], [OH-]. Yields the product N#Cc1ccc2[nH]cc(C(O)c3ccccc3)c2c1. RXN SMILES: [C:1](#[N:2])[c:3]1[cH:4][c:5]2[cH:6][cH:7][nH:8][c:9]2[cH:10][cH:11]1.[CH3:22][OH:23].[CH:12](=[O:13])[c:14]1[cH:15][cH:16][cH:17][cH:18][cH:19]1.[Na+:21].[OH-:20]>>[C:1](#[N:2])[c:3]1[cH:4][c:5]2[c:6]([CH:12]([OH:13])[c:14]3[cH:15][cH:16][cH:17][cH:18][cH:19]3)[cH:7][nH:8][c:9]2[cH:10][cH:11]1. The reactants are [NH4+].[Cl-] (NH4Cl), C(C)[SiH](CC)CC (Triethylsilane), C(=O)(C(F)(F)F)O (TFA), OC=1C(=C(C=CC1)C(=O)C1=CC=CC=C1)C ((3-hydroxy-2-methylphenyl)(phenyl)methanone). Run in C(Cl)Cl (CH2Cl2). Conditions: temperature 0 celsius, time 3 day. Yields the product C(C1=CC=CC=C1)C=1C(=C(C=CC1)O)C (3-benzyl-2-methylphenol). Isolated yield 80.0%. RXN SMILES: [OH:1][C:2]1[C:3]([CH3:16])=[C:4]([C:8]([C:10]2[CH:15]=[CH:14][CH:13]=[CH:12][CH:11]=2)=O)[CH:5]=[CH:6][CH:7]=1.C([SiH](CC)CC)C.C(O)(C(F)(F)F)=O.[NH4+].[Cl-]>C(Cl)Cl>[CH2:8]([C:4]1[C:3]([CH3:16])=[C:2]([OH:1])[CH:7]=[CH:6][CH:5]=1)[C:10]1[CH:11]=[CH:12][CH:13]=[CH:14][CH:15]=1 |f:3.4|. Procedure: A solution of (3-hydroxy-2-methylphenyl)(phenyl)methanone prepared as in Step 2 (1.60 g, 7.54 mmole) in anhydrous CH2Cl2 (70 mL) was cooled to 0° C. Triethylsilane (32.5 mL, 203 mmole) and TFA (52.3 mL, 679 mmole) were added in portions at 0° C. over a period of 3 days with the mixture brought back to reflux after each addition. After 3 days, the mixture was cooled, poured into sat. NH4Cl (200 mL) and extracted with CH2Cl2 (3×200 mL). The combined extracts were washed with H2O (200 mL), brine (1... The reactants are S1C(=CC=C1)C(=O)O (2-thiophene-carboxylic acid), C1CCOC1 (THF), C(C(C)C)Br (isobutylbromide). Reaction conditions: temperature -78 celsius, time 5 hour. Yields the product C(C(C)C)C1=CC=C(S1)C(=O)O (5-Isobutyl-thiophene-2-carboxylic acid). Isolated yield 28.2%. Reaction SMILES: [S:1]1[CH:5]=[CH:4][CH:3]=[C:2]1[C:6]([OH:8])=[O:7].C1COCC1.[CH2:14](Br)[CH:15]([CH3:17])[CH3:16]>>[CH2:14]([C:5]1[S:1][C:2]([C:6]([OH:8])=[O:7])=[CH:3][CH:4]=1)[CH:15]([CH3:17])[CH3:16]. Procedure details: To a solution of 2-thiophene-carboxylic acid (4.16 g, 32.1 mmol) in THF (200 mL) tert. butyllithium (49 mL, 1.7 M solution in pentane, 83.6 mmol) is slowly added at −78° C. The mixture is stirred at −78° C. for 30 min before isobutylbromide (22.7 g, 160.7 mmol) is carefully added. The mixture is stirred at −78° C. for 5 h, then at rt for 16 h. The reaction is quenched by the addition of water (400 mL). The mixture is acidified and extracted with EA. The org. extract is dried over MgSO4, filtered... The reactants are ClC1=NC=CC=C1OCC(F)(F)F (2-Chloro-3-(2,2,2-trifluoro-ethoxy)-pyridine), C[Mg+].[Br-] (MeMgBr). Reagents/catalysts: [Ni](Cl)Cl.C1(=CC=CC=C1)P(CCCP(C1=CC=CC=C1)C1=CC=CC=C1)C1=CC=CC=C1 (1,3-bis(diphenylphosphino)propane nickel (II) chloride). Run in CCOCC (Et2O). The product is CC1=NC=CC=C1OCC(F)(F)F (2-methyl-3-(2,2,2-trifluoro-ethoxy)-pyridine). As a reaction SMILES: Cl[C:2]1[C:7]([O:8][CH2:9][C:10]([F:13])([F:12])[F:11])=[CH:6][CH:5]=[CH:4][N:3]=1.[CH3:14][Mg+].[Br-]>CCOCC.[Ni](Cl)Cl.C1(P(C2C=CC=CC=2)CCCP(C2C=CC=CC=2)C2C=CC=CC=2)C=CC=CC=1>[CH3:14][C:2]1[C:7]([O:8][CH2:9][C:10]([F:13])([F:12])[F:11])=[CH:6][CH:5]=[CH:4][N:3]=1 |f:1.2,4.5|. Procedure: 2-Chloro-3-(2,2,2-trifluoro-ethoxy)-pyridine (1.21 g, 5.73 mmol) (Hoglen, D. K. PCT Int. Appl. (2000), WO 2000005212) and 1,3-bis(diphenylphosphino)propane nickel (II) chloride (217 mg, 0.40 mmol) were taken up in Et2O (40 mL) at room temperature. MeMgBr (3.0M in Et2O, 2.25 ml, 5.73 mmol) was added dropwise via syringe over 3 minutes to give a tan slurry. The mixture was refluxed for 16 h, cooled to room temperature, quenched with water (60 mL) and extracted with CH2Cl2 (8×50 mL). The combined o... The reactants are CCn1cc(-c2ccnc3[nH]c(-c4ccc5c(c4)CN(C(C)=O)CC5)cc23)c(-c2ccc(NC(=O)N(C)C)cc2)n1, CCO. The product is CCn1cc(-c2ccnc3[nH]c(-c4ccc5c(c4)CNCC5)cc23)c(-c2ccc(NC(=O)N(C)C)cc2)n1. Reaction SMILES: [C:1](=[O:2])([CH3:3])[N:4]1[CH2:5][c:6]2[cH:7][c:8](-[c:14]3[cH:15][c:16]4[c:17]([n:18][cH:19][cH:20][c:21]4-[c:22]4[c:23](-[c:29]5[cH:30][cH:31][c:32]([NH:35][C:36]([N:37]([CH3:38])[CH3:39])=[O:40])[cH:33][cH:34]5)[n:24][n:25]([CH2:27][CH3:28])[cH:26]4)[nH:41]3)[cH:9][cH:10][c:11]2[CH2:12][CH2:13]1.[CH3:42][CH2:43][OH:44]>>[NH:4]1[CH2:5][c:6]2[cH:7][c:8](-[c:14]3[cH:15][c:16]4[c:17]([n:18][cH:19][cH:20][c:21]4-[c:22]4[c:23](-[c:29]5[cH:30][cH:31][c:32]([NH:35][C:36]([N:37]([CH3:38])[CH3:39])=[O:40])[cH:33][cH:34]5)[n:24][n:25]([CH2:27][CH3:28])[cH:26]4)[nH:41]3)[cH:9][cH:10][c:11]2[CH2:12][CH2:13]1. The reactants are C1(=CC=CC=C1)CC(CC(C)=O)=O (1-phenyl-2,4-pentanedione), C1(=CC=C(C=C1)S(=O)(=O)N=C=O)C (p-toluenesulfonylisocyanate). Solvent: C1=CC=CC=C1 (benzene). Product: C1(=CC=CC=C1)CC(C(C(C)=O)C(NS(=O)(=O)C1=CC=C(C=C1)C)=O)=O (1-PHENYL-3-(N-p-TOLUENESULFONYLCARBAMOYL)-2,4-PENTANEDIONE). Reaction SMILES: [C:1]1([CH2:7][C:8](=[O:13])[CH2:9][C:10](=[O:12])[CH3:11])[CH:6]=[CH:5][CH:4]=[CH:3][CH:2]=1.[C:14]1([CH3:26])[CH:19]=[CH:18][C:17]([S:20]([N:23]=[C:24]=[O:25])(=[O:22])=[O:21])=[CH:16][CH:15]=1>C1C=CC=CC=1>[C:1]1([CH2:7][C:8](=[O:13])[CH:9]([C:24](=[O:25])[NH:23][S:20]([C:17]2[CH:18]=[CH:19][C:14]([CH3:26])=[CH:15][CH:16]=2)(=[O:21])=[O:22])[C:10](=[O:12])[CH3:11])[CH:6]=[CH:5][CH:4]=[CH:3][CH:2]=1. Procedure: Reaction of the equimolar amounts of 1-phenyl-2,4-pentanedione with p-toluenesulfonylisocyanate in benzene according to the procedure of Example 1 affords 1-PHENYL-3-(N-p-TOLUENESULFONYLCARBAMOYL)-2,4-PENTANEDIONE, m.p. 119.5°-120.5° C. (corr.). The reactants are Br, CC(=O)O, COc1ncccc1-c1cc(C(=O)c2cccc(N)c2)c(OC)c(C(C)(C)C)c1, [Na+], O=C([O-])O. Yields the product COc1c(C(=O)c2cccc(N)c2)cc(-c2ccc[nH]c2=O)cc1C(C)(C)C. RXN SMILES: [BrH:30].[C:36]([OH:37])(=[O:38])[CH3:39].[NH2:1][c:2]1[cH:3][c:4]([C:8](=[O:9])[c:10]2[c:11]([O:28][CH3:29])[c:12]([C:24]([CH3:25])([CH3:26])[CH3:27])[cH:13][c:14](-[c:16]3[c:17]([O:22][CH3:23])[n:18][cH:19][cH:20][cH:21]3)[cH:15]2)[cH:5][cH:6][cH:7]1.[Na+:35].[O-:31][C:32]([OH:33])=[O:34]>>[NH2:1][c:2]1[cH:3][c:4]([C:8](=[O:9])[c:10]2[c:11]([O:28][CH3:29])[c:12]([C:24]([CH3:25])([CH3:26])[CH3:27])[cH:13][c:14](-[c:16]3[c:17](=[O:22])[nH:18][cH:19][cH:20][cH:21]3)[cH:15]2)[cH:5][cH:6][cH:7]1.